Dataset: the Open Reaction Database (ORD), a public repository of structured organic reaction records. Task: describe an organic reaction: reactants, conditions, products, and yield Starting materials: C(C1=CC=CC=C1)OC=1C(=NC(=NC1O)CC1(CCCC1)C1=CC=C(C=C1)Cl)C(=O)N(C(C(F)(F)F)C)CCO[Si](C)(C)C(C)(C)C (5-(benzyloxy)-N-(2-(tert-butyldimethylsilyloxy)ethyl)-2-((1-(4-chlorophenyl)cyclopentyl)methyl)-6-hydroxy-N-(1,1,1-trifluoropropan-2-yl)pyrimidine-4-carboxamide), Cl (HCl). Solvent: O1CCCC1 (tetrahydrofuran). Reaction conditions: time 4 hour. Yields the product C(C1=CC=CC=C1)OC=1C(=NC(=NC1O)CC1(CCCC1)C1=CC=C(C=C1)Cl)C(=O)N(C(C(F)(F)F)C)CCO (5-(benzyloxy)-2-((1-(4-chlorophenyl)cyclopentyl)methyl)-6-hydroxy-N-(2-hydroxyethyl)-N-(1,1,1-trifluoropropan-2-yl)pyrimidine-4-carboxamide). Isolated yield 88.4%. Reaction SMILES: [CH2:1]([O:8][C:9]1[C:10]([C:29]([N:31]([CH2:38][CH2:39][O:40][Si](C(C)(C)C)(C)C)[CH:32]([CH3:37])[C:33]([F:36])([F:35])[F:34])=[O:30])=[N:11][C:12]([CH2:16][C:17]2([C:22]3[CH:27]=[CH:26][C:25]([Cl:28])=[CH:24][CH:23]=3)[CH2:21][CH2:20][CH2:19][CH2:18]2)=[N:13][C:14]=1[OH:15])[C:2]1[CH:7]=[CH:6][CH:5]=[CH:4][CH:3]=1.Cl>O1CCCC1>[CH2:1]([O:8][C:9]1[C:10]([C:29]([N:31]([CH2:38][CH2:39][OH:40])[CH:32]([CH3:37])[C:33]([F:36])([F:35])[F:34])=[O:30])=[N:11][C:12]([CH2:16][C:17]2([C:22]3[CH:23]=[CH:24][C:25]([Cl:28])=[CH:26][CH:27]=3)[CH2:21][CH2:20][CH2:19][CH2:18]2)=[N:13][C:14]=1[OH:15])[C:2]1[CH:3]=[CH:4][CH:5]=[CH:6][CH:7]=1. Reported procedure: To a stirred solution of 5-(benzyloxy)-N-(2-(tert-butyldimethylsilyloxy)ethyl)-2-((1-(4-chlorophenyl)cyclopentyl)methyl)-6-hydroxy-N-(1,1,1-trifluoropropan-2-yl)pyrimidine-4-carboxamide (42) (138 mg, 199 μmol, Eq: 1.00) in tetrahydrofuran (5 ml) was added HCl (1N) (299 μl, 299 μmol, Eq: 1.5) at room temperature and the reaction mixture was stirred for 4 hrs, neutralized with aqueous 1N NaoH solution, extracted with ethyl acetate, dried (MgSO4), concentrated, and chromatographed (silica gel, grad...